From a dataset of the Open Reaction Database (ORD), a public repository of structured organic reaction records. describe an organic reaction: reactants, conditions, products, and yield Reactants: COC(C(OC)C1=C(C=CC=C1Cl)Cl)=O (2-(2,6-dichlorophenyl)-2-methoxy-acetic acid methyl ester), NC(=N)N (guanidine). Solvent: C(C)O (ethanol). The product is Cl.ClC1=C(C(=CC=C1)Cl)C(C(=O)NC(=N)N)OC ([2-(2,6-dichlorophenyl)-2-methoxy-acetyl] guanidine hydrochloride), hydrochloride salt. Reaction SMILES: C[O:2][C:3](=O)[CH:4]([C:7]1[C:12]([Cl:13])=[CH:11][CH:10]=[CH:9][C:8]=1[Cl:14])[O:5][CH3:6].[NH2:16][C:17]([NH2:19])=[NH:18]>C(O)C>[ClH:13].[Cl:14][C:8]1[CH:9]=[CH:10][CH:11]=[C:12]([Cl:13])[C:7]=1[CH:4]([O:5][CH3:6])[C:3]([NH:18][C:17]([NH2:19])=[NH:16])=[O:2] |f:3.4|. Reported procedure: The compound of Example 1b was prepared by stirring 4.0 g (0.016 mols) 2-(2,6-dichlorophenyl)-2-methoxy-acetic acid methyl ester with 0.025 mols guanidine (from 2.4 g guanidine hydrochloride and 0.6 g sodium) in 50 ml ethanol for 2 days at room temperature. After evaporation, the residue is taken up in a water/chloroform mixture, and the chloroform phase is further mixed with ethanolic hydrochloric acid. In this way, the desired hydrochloride salt is obtained. It decomposes at 242 to 243 degrees...